Dataset: the Open Reaction Database (ORD), a public repository of structured organic reaction records. Task: describe an organic reaction: reactants, conditions, products, and yield Starting materials: N#Cc1cccnc1, [Li]CCCC, Cc1ccoc1C, CCOCC, CCCCCC, Cl. Product: Cc1cc(C(=O)c2cccnc2)oc1C. As a reaction SMILES: [C:13](#[N:14])[c:15]1[cH:16][n:17][cH:18][cH:19][cH:20]1.[CH2:8]([Li:9])[CH2:10][CH2:11][CH3:12].[CH3:1][c:2]1[o:3][cH:4][cH:5][c:6]1[CH3:7].[CH3:22][CH2:23][O:24][CH2:25][CH3:26].[CH3:27][CH2:28][CH2:29][CH2:30][CH2:31][CH3:32].[ClH:21]>>[CH3:1][c:2]1[o:3][c:4]([C:13]([c:15]2[cH:16][n:17][cH:18][cH:19][cH:20]2)=[O:24])[cH:5][c:6]1[CH3:7].